Task: describe an organic reaction: reactants, conditions, products, and yield. Dataset: the Open Reaction Database (ORD), a public repository of structured organic reaction records Reactants: CC1(COB(OC1)C=1C=CC(=NC1OC)C(=O)OCC)C (ethyl 5-(5,5-dimethyl-1,3,2-dioxaborinan-2-yl)-6-methoxypyridine-2-carboxylate), ClC=1N=CNC1 (4-chloro-1H-imidazole). Reagents/catalysts: [Cu-]=O (copper(I) oxide), [Cu-]=O (copper(I) oxide). Solvent: CO (methanol). Reaction conditions: time 8 hour. The product is ClC=1N=CN(C1)C1=CC(=NC(=C1)OC)C(=O)OCC (ethyl 4-(4-chloro-1H-imidazol-1-yl)-6-methoxypyridine-2-carboxylate). Reaction SMILES: CC1(C)COB([C:8]2[CH:9]=[CH:10][C:11]([C:16]([O:18][CH2:19][CH3:20])=[O:17])=[N:12][C:13]=2[O:14][CH3:15])OC1.[Cl:22][C:23]1[N:24]=[CH:25][NH:26][CH:27]=1>CO.[Cu-]=O>[Cl:22][C:23]1[N:24]=[CH:25][N:26]([C:9]2[CH:8]=[C:13]([O:14][CH3:15])[N:12]=[C:11]([C:16]([O:18][CH2:19][CH3:20])=[O:17])[CH:10]=2)[CH:27]=1. Procedure details: 1,1-Bis(diphenylphosphino)ferrocene-palladium(II) dichloride-dichloromethane complex (49.8 mg, 0.068 mmol) was added to a solution of ethyl 5-bromo-6-methoxypyridine-2-carboxylate (prepared in analogous fashion to methyl 5-bromo-6-methoxypyridine-2-carboxylate (C30) in Preparation 10; 254 mg, 0.97 mmol), 5,5,5′,5′-tetramethyl-2,2′-bi-1,3,2-dioxaborinane (264 mg, 1.17 mmol), and potassium acetate (293 mg, 2.92 mmol) in 1,4-dioxane (8 mL). The reaction was stirred at 85° C. for 6 hours, whereupon ...